From a dataset of the Open Reaction Database (ORD), a public repository of structured organic reaction records. describe an organic reaction: reactants, conditions, products, and yield The reactants are Cc1ccc(C(=O)Nc2cccc(-c3ccccn3)c2)cc1B1OC(C)(C)C(C)(C)O1, O=C(NCC1CC1)c1ccc(Cl)nc1, [Na+], [Na+], O=C([O-])[O-], CN(C)C=O, c1ccc(P(c2ccccc2)(c2ccccc2)[Pd](P(c2ccccc2)(c2ccccc2)c2ccccc2)(P(c2ccccc2)(c2ccccc2)c2ccccc2)P(c2ccccc2)(c2ccccc2)c2ccccc2)cc1. Product: Cc1ccc(C(=O)Nc2cccc(-c3ccccn3)c2)cc1-c1ccc(C(=O)NCC2CC2)cn1. Reaction SMILES: [CH3:15][c:16]1[c:17]([B:37]2[O:38][C:39]([CH3:40])([CH3:41])[C:42]([CH3:43])([CH3:44])[O:45]2)[cH:18][c:19]([C:20](=[O:21])[NH:22][c:23]2[cH:24][c:25](-[c:29]3[n:30][cH:31][cH:32][cH:33][cH:34]3)[cH:26][cH:27][cH:28]2)[cH:35][cH:36]1.[Cl:1][c:2]1[n:3][cH:4][c:5]([C:6](=[O:7])[NH:8][CH2:9][CH:10]2[CH2:11][CH2:12]2)[cH:13][cH:14]1.[Na+:46].[Na+:47].[O-:48][C:49](=[O:50])[O-:51].[O:52]=[CH:53][N:54]([CH3:55])[CH3:56].[cH:57]1[cH:58][cH:59][c:60]([P:61]([Pd:62]([P:63]([c:64]2[cH:65][cH:66][cH:67][cH:68][cH:69]2)([c:70]2[cH:71][cH:72][cH:73][cH:74][cH:75]2)[c:76]2[cH:77][cH:78][cH:79][cH:80][cH:81]2)([P:82]([c:83]2[cH:84][cH:85][cH:86][cH:87][cH:88]2)([c:89]2[cH:90][cH:91][cH:92][cH:93][cH:94]2)[c:95]2[cH:96][cH:97][cH:98][cH:99][cH:100]2)[P:101]([c:102]2[cH:103][cH:104][cH:105][cH:106][cH:107]2)([c:108]2[cH:109][cH:110][cH:111][cH:112][cH:113]2)[c:114]2[cH:115][cH:116][cH:117][cH:118][cH:119]2)([c:120]2[cH:121][cH:122][cH:123][cH:124][cH:125]2)[c:126]2[cH:127][cH:128][cH:129][cH:130][cH:131]2)[cH:132][cH:133]1>>[c:2]1(-[c:17]2[c:16]([CH3:15])[cH:36][cH:35][c:19]([C:20](=[O:21])[NH:22][c:23]3[cH:24][c:25](-[c:29]4[n:30][cH:31][cH:32][cH:33][cH:34]4)[cH:26][cH:27][cH:28]3)[cH:18]2)[n:3][cH:4][c:5]([C:6](=[O:7])[NH:8][CH2:9][CH:10]2[CH2:11][CH2:12]2)[cH:13][cH:14]1. The reactants are O=C(c1ccc(Cl)cc1)c1nccs1, [K+], O=[N+]([O-])[O-], O=S(=O)(O)O. Product: O=C(c1ccc(Cl)c([N+](=O)[O-])c1)c1nccs1. As a reaction SMILES: [Cl:6][c:7]1[cH:8][cH:9][c:10]([C:11](=[O:12])[c:13]2[s:14][cH:15][cH:16][n:17]2)[cH:18][cH:19]1.[K+:1].[O-:2][N+:3]([O-:4])=[O:5].[S:20](=[O:21])(=[O:22])([OH:23])[OH:24]>>[O-:2][N+:3](=[O:5])[c:19]1[c:7]([Cl:6])[cH:8][cH:9][c:10]([C:11](=[O:12])[c:13]2[s:14][cH:15][cH:16][n:17]2)[cH:18]1. Reactants: BrC=1C=CC(=NC1)C(CCC(C(CC1CCOCC1)C1=CC=C(C=C1)S(=O)(=O)C1CC1)=O)=O (1-(5-bromopyridin-2-yl)-5-[4-(cyclopropylsulfonyl)phenyl]-6-(tetrahydro-2H-pyran-4-yl)hexane-1,4-dione), C(C)(=O)[O-].[NH4+] (ammonium acetate). Run in C(C)(=O)OCC (ethyl acetate), C(C)(=O)O (acetic acid). Reaction conditions: temperature 110 celsius, time 45 minute. The product is BrC=1C=CC(=NC1)C=1NC(=CC1)C(CC1CCOCC1)C1=CC=C(C=C1)S(=O)(=O)C1CC1 (5-bromo-2-(5-[1-[4-(cyclopropylsulfonyl)phenyl]-2-(tetrahydro-2H-pyran-4-yl)ethyl]-1H-pyrrol-2-yl)pyridine). Isolated yield 90.0%. As a reaction SMILES: [Br:1][C:2]1[CH:3]=[CH:4][C:5]([C:8](=O)[CH2:9][CH2:10][C:11](=O)[CH:12]([C:20]2[CH:25]=[CH:24][C:23]([S:26]([CH:29]3[CH2:31][CH2:30]3)(=[O:28])=[O:27])=[CH:22][CH:21]=2)[CH2:13][CH:14]2[CH2:19][CH2:18][O:17][CH2:16][CH2:15]2)=[N:6][CH:7]=1.C([O-])(=O)C.[NH4+:38]>C(O)(=O)C.C(OCC)(=O)C>[Br:1][C:2]1[CH:3]=[CH:4][C:5]([C:8]2[NH:38][C:11]([CH:12]([C:20]3[CH:21]=[CH:22][C:23]([S:26]([CH:29]4[CH2:31][CH2:30]4)(=[O:27])=[O:28])=[CH:24][CH:25]=3)[CH2:13][CH:14]3[CH2:15][CH2:16][O:17][CH2:18][CH2:19]3)=[CH:10][CH:9]=2)=[N:6][CH:7]=1 |f:1.2|. Procedure: To a solution (10 mL) of 1-(5-bromopyridin-2-yl)-5-[4-(cyclopropylsulfonyl)phenyl]-6-(tetrahydro-2H-pyran-4-yl)hexane-1,4-dione (1.29 g) in acetic acid (10 mL) was added ammonium acetate (3.00 g), and the mixture was stirred at 110° C. for 45 min. After cooling to room temperature, the reaction mixture was diluted with ethyl acetate and washed with water. The ethyl acetate layer was washed with saturated aqueous sodium hydrogen carbonate and saturated brine, dried (MgSO4) and concentrated. The r... The reactants are C(C)(C)(C)OC(=O)N1CCC(CC1)N1CCN(CC1)C(=O)OCC1=CC=CC=C1 (benzyl 4-(1-tert-butoxycarbonylpiperidin-4-yl)piperazine-1-carboxylate), C(=O)O (formic acid). Reagents/catalysts: [Pd] (Pd—C). Run in CO (methanol). Conditions: time 8 hour. Yields the product N1(CCNCC1)C1CCN(CC1)C(=O)OC(C)(C)C (tert-Butyl 4-piperazin-1-ylpiperidine-1-carboxylate). RXN SMILES: [C:1]([O:5][C:6]([N:8]1[CH2:13][CH2:12][CH:11]([N:14]2[CH2:19][CH2:18][N:17](C(OCC3C=CC=CC=3)=O)[CH2:16][CH2:15]2)[CH2:10][CH2:9]1)=[O:7])([CH3:4])([CH3:3])[CH3:2].C(O)=O>CO.[Pd]>[N:14]1([CH:11]2[CH2:12][CH2:13][N:8]([C:6]([O:5][C:1]([CH3:4])([CH3:3])[CH3:2])=[O:7])[CH2:9][CH2:10]2)[CH2:15][CH2:16][NH:17][CH2:18][CH2:19]1. Reported procedure: A suspension of 3.01 g (7.46 mmol) of benzyl 4-(1-tert-butoxycarbonylpiperidin-4-yl)piperazine-1-carboxylate and 300 mg of Pd—C (5%) in 100 ml of methanol was mixed with 4 ml of formic acid and stirred under a hydrogen atmosphere (1 bar) at room temperature overnight. The reaction mixture was filtered through Celite, the residue on the filter was washed with methanol, and the solvent was then removed in vacuo. The residue was used without further purification in the next reaction step. The reactants are [OH-].[Na+] (sodium hydroxide), Cl.ClCCC1OC2=C(C(N(C1)C)=O)C=CC=N2 (2-(2-chloroethyl)-2,3-dihydro-4-methylpyrido[3,2-f][1,4]-oxazepine-5(4H)-one hydrochloride), N1CCCC1 (pyrrolidine), C(\C=C\C(=O)O)(=O)O (fumaric acid). Conditions: temperature 80 celsius. Product: C(\C=C\C(=O)O)(=O)O.CN1CC(OC2=C(C1=O)C=CC=N2)CCN2CCCC2 (2,3-Dihydro-4-methyl-2-[2-(1-pyrrolidinyl)ethyl]pyrido[3,2-f][1,4]-oxazepin-5(4H)-one fumarate). Reaction SMILES: Cl.Cl[CH2:3][CH2:4][CH:5]1[CH2:11][N:10]([CH3:12])[C:9](=[O:13])[C:8]2[CH:14]=[CH:15][CH:16]=[N:17][C:7]=2[O:6]1.[OH-].[Na+].[C:20]([OH:27])(=[O:26])/[CH:21]=[CH:22]/[C:23]([OH:25])=[O:24].[NH:28]1[CH2:32][CH2:31][CH2:30][CH2:29]1>>[C:20]([OH:27])(=[O:26])/[CH:21]=[CH:22]/[C:23]([OH:25])=[O:24].[CH3:12][N:10]1[C:9](=[O:13])[C:8]2[CH:14]=[CH:15][CH:16]=[N:17][C:7]=2[O:6][CH:5]([CH2:4][CH2:3][N:28]2[CH2:32][CH2:31][CH2:30][CH2:29]2)[CH2:11]1 |f:0.1,2.3,6.7|. Procedure details: A sample of 2-(2-chloroethyl)-2,3-dihydro-4-methylpyrido[3,2-f][1,4]-oxazepine-5(4H)-one hydrochloride, 16 g (0.058 mole), was dissolved in 65 ml of pyrrolidine. The stirred solution was heated to 80° C. for 3 hr. The solution was cooled to room temperature and dilute sodium hydroxide solution (50 ml) was added. The resulting solution was extracted with chloroform (3×30 ml) and concentrated in vacuo. The residue was taken up in boiling isopropyl alcohol (500 ml/ and fumaric acid (9.2 g, 0.079 mo... Starting materials: FC1=C(N)C=CC(=C1)F (2,4-Difluoroaniline), CC(C)(C)[O-].[Na+] (NaOtBu), R-(+)-BINAP, BrC1=CC=C(C=C1)C(=O)C1=C(C=CC=C1)Cl ((4-bromo-phenyl)-(2-chloro-phenyl)-methanone). The reagents and catalysts are CC(=O)[O-].CC(=O)[O-].[Pd+2] (Pd(OAc)2). Solvent: O1CCOCC1 (dioxan). The product is BrC1=CC=C(C=C1)C(O)C1=C(C=CC=C1)Cl ((4-Bromo-phenyl)-(2-chloro-phenyl)-methanol). Isolated yield 51.7%. RXN SMILES: FC1C=C(F)C=CC=1N.CC([O-])(C)C.[Na+].[Br:16][C:17]1[CH:22]=[CH:21][C:20]([C:23]([C:25]2[CH:30]=[CH:29][CH:28]=[CH:27][C:26]=2[Cl:31])=[O:24])=[CH:19][CH:18]=1>O1CCOCC1.CC([O-])=O.CC([O-])=O.[Pd+2]>[Br:16][C:17]1[CH:18]=[CH:19][C:20]([CH:23]([C:25]2[CH:30]=[CH:29][CH:28]=[CH:27][C:26]=2[Cl:31])[OH:24])=[CH:21][CH:22]=1 |f:1.2,5.6.7|. Reported procedure: 2,4-Difluoroaniline (0.28 ml; 2.7 mmol), NaOtBu (260 mg; 2.7 mmol), Pd(OAc)2 (10 mg; 0.04 mmol), R-(+)-BINAP (10 mg; 0.02 mmol) and (4-bromo-phenyl)-(2-chloro-phenyl)-methanone (200 mg; 0.67 mmol) are dissolved in dioxan (3 ml) and refluxed for 20 min. The reaction mixture is poured on water and extracted with TBME twice. The combined organic phases are dried over Na2SO4, evaporated to dryness and purified via chromatography (SiO2; TBME/hexanes 5/95>2/8) to yield the title compound (103 mg; 44%)...